This data is from the Open Reaction Database (ORD), a public repository of structured organic reaction records. The task is: describe an organic reaction: reactants, conditions, products, and yield Reactants: C, COCC1CN(c2ccc3cc(OCc4ccccc4)ccc3c2)C(=O)O1, C1CCOC1, [Pd]. Yields the product COCC1CN(c2ccc3cc(O)ccc3c2)C(=O)O1. RXN SMILES: [C:33].[CH2:1]([c:2]1[cH:3][cH:4][cH:5][cH:6][cH:7]1)[O:8][c:9]1[cH:10][c:11]2[cH:12][cH:13][c:14]([N:19]3[C:20](=[O:27])[O:21][CH:22]([CH2:24][O:25][CH3:26])[CH2:23]3)[cH:15][c:16]2[cH:17][cH:18]1.[O:28]1[CH2:29][CH2:30][CH2:31][CH2:32]1.[Pd:34]>>[OH:8][c:9]1[cH:10][c:11]2[cH:12][cH:13][c:14]([N:19]3[C:20](=[O:27])[O:21][CH:22]([CH2:24][O:25][CH3:26])[CH2:23]3)[cH:15][c:16]2[cH:17][cH:18]1.